This data is from the Open Reaction Database (ORD), a public repository of structured organic reaction records. The task is: describe an organic reaction: reactants, conditions, products, and yield Starting materials: CCCCCCCCc1ccc(B(O)O)cc1, COCCOC, O=[N+]([O-])c1ccc(I)cc1, [Na+], [Na+], O=C([O-])[O-], O, c1ccc(P(c2ccccc2)(c2ccccc2)[Pd](P(c2ccccc2)(c2ccccc2)c2ccccc2)(P(c2ccccc2)(c2ccccc2)c2ccccc2)P(c2ccccc2)(c2ccccc2)c2ccccc2)cc1. The product is CCCCCCCCc1ccc(-c2ccc([N+](=O)[O-])cc2)cc1. Reaction SMILES: [CH2:1]([CH2:2][CH2:3][CH2:4][CH2:5][CH2:6][CH2:7][CH3:8])[c:9]1[cH:10][cH:11][c:12]([B:15]([OH:16])[OH:17])[cH:13][cH:14]1.[CH3:29][O:30][CH2:31][CH2:32][O:33][CH3:34].[N+:18](=[O:19])([O-:20])[c:21]1[cH:22][cH:23][c:24]([I:27])[cH:25][cH:26]1.[Na+:35].[Na+:36].[O-:37][C:38](=[O:39])[O-:40].[OH2:28].[cH:41]1[cH:42][cH:43][c:44]([P:45]([Pd:46]([P:47]([c:48]2[cH:49][cH:50][cH:51][cH:52][cH:53]2)([c:54]2[cH:55][cH:56][cH:57][cH:58][cH:59]2)[c:60]2[cH:61][cH:62][cH:63][cH:64][cH:65]2)([P:66]([c:67]2[cH:68][cH:69][cH:70][cH:71][cH:72]2)([c:73]2[cH:74][cH:75][cH:76][cH:77][cH:78]2)[c:79]2[cH:80][cH:81][cH:82][cH:83][cH:84]2)[P:85]([c:86]2[cH:87][cH:88][cH:89][cH:90][cH:91]2)([c:92]2[cH:93][cH:94][cH:95][cH:96][cH:97]2)[c:98]2[cH:99][cH:100][cH:101][cH:102][cH:103]2)([c:104]2[cH:105][cH:106][cH:107][cH:108][cH:109]2)[c:110]2[cH:111][cH:112][cH:113][cH:114][cH:115]2)[cH:116][cH:117]1>>[CH2:1]([CH2:2][CH2:3][CH2:4][CH2:5][CH2:6][CH2:7][CH3:8])[c:9]1[cH:10][cH:11][c:12](-[c:24]2[cH:23][cH:22][c:21]([N+:18](=[O:19])[O-:20])[cH:26][cH:25]2)[cH:13][cH:14]1. Starting materials: diethylacetal, BrCC=O (2-bromoacetaldehyde), CC(CCCCC)N (1-methylhexylamine), [OH-].[Na+] (sodium hydroxide). Run in O (water). Run at temperature 100 celsius, time 30 minute. Product: diethylacetal, CC(CCCCC)NCC=O (2-(1-methylhexylamino)acetaldehyde). As a reaction SMILES: Br[CH2:2][CH:3]=[O:4].[CH3:5][CH:6]([NH2:12])[CH2:7][CH2:8][CH2:9][CH2:10][CH3:11].[OH-].[Na+]>O>[CH3:5][CH:6]([NH:12][CH2:2][CH:3]=[O:4])[CH2:7][CH2:8][CH2:9][CH2:10][CH3:11] |f:2.3|. Reported procedure: The diethylacetal of 2-bromoacetaldehyde (40 grams) and 1-methylhexylamine (50 grams) were charged into a glass reaction vessel equipped with a mechanical stirrer, thermometer and reflux condenser. The reaction mixture was heated at a temperature of about 100° C. for a period of about 3 hours. After this time sodium hydroxide (10 grams) dissolved in water (100 ml) was added and the resulting mixture stirred for about 30 minutes. The reaction mixture was then extracted with ether. The ether extra... The reactants are C(C)(=O)N1CCC(=CC1)C1=CC=C(C=2N=C(SC21)NC(=O)N2CCOCC2)OC (morpholine-4-carboxylic acid [7-(1-acetyl-1,2,3,6-tetrahydro-pyridin-4-yl)-4-methoxy-benzothiazol-2-yl]-amide). The reagents and catalysts are [Pd] (Pd/C). Solvent: CO (methanol). Reaction conditions: time 6 hour. The product is C(C)(=O)N1CCC(CC1)C1=CC=C(C=2N=C(SC21)NC(=O)N2CCOCC2)OC (morpholine-4-carboxylic acid [7-(1-acetyl-piperidin-4-yl)-4-methoxy-benzothiazol-2-yl]-amide). Isolated yield 8.0%. As a reaction SMILES: [C:1]([N:4]1[CH2:9][CH:8]=[C:7]([C:10]2[C:18]3[S:17][C:16]([NH:19][C:20]([N:22]4[CH2:27][CH2:26][O:25][CH2:24][CH2:23]4)=[O:21])=[N:15][C:14]=3[C:13]([O:28][CH3:29])=[CH:12][CH:11]=2)[CH2:6][CH2:5]1)(=[O:3])[CH3:2]>CO.[Pd]>[C:1]([N:4]1[CH2:9][CH2:8][CH:7]([C:10]2[C:18]3[S:17][C:16]([NH:19][C:20]([N:22]4[CH2:27][CH2:26][O:25][CH2:24][CH2:23]4)=[O:21])=[N:15][C:14]=3[C:13]([O:28][CH3:29])=[CH:12][CH:11]=2)[CH2:6][CH2:5]1)(=[O:3])[CH3:2]. Procedure: To a solution of 0.03 g (0.72 mmol) of morpholine-4-carboxylic acid [7-(1-acetyl-1,2,3,6-tetrahydro-pyridin-4-yl)-4-methoxy-benzothiazol-2-yl]-amide in 2.0 ml of methanol 10.0 mg of Pd/C (10%) were added. The reaction mixture was hydrogenated at 60° C. for 6 h, then filtered and evaporated to dryness in vacuo to yield 0.024 g (80%) morpholine-4-carboxylic acid [7-(1-acetyl-piperidin-4-yl)-4-methoxy-benzothiazol-2-yl]-amide as a white solid. F.p.: 196° C. (dec.). Starting materials: CON(C(C)=O)C (N-Methoxy-N-methylacetamide), resultant solution, C(CCC)[Li] (Butyllithium), S1C=NC2=C1C=CC=C2 (benzothiazole), resultant solution. Solvent: C1CCOC1 (THF). Run at temperature -78 celsius, time 3 hour. The product is S1C(=NC2=C1C=CC=C2)C(C)=O (1-Benzothiazol-2-yl-ethanone). The yield is 38.1%. Reaction SMILES: C([Li])CCC.[S:6]1[C:10]2[CH:11]=[CH:12][CH:13]=[CH:14][C:9]=2[N:8]=[CH:7]1.CON(C)[C:18](=[O:20])[CH3:19]>C1COCC1>[S:6]1[C:10]2[CH:11]=[CH:12][CH:13]=[CH:14][C:9]=2[N:8]=[C:7]1[C:18](=[O:20])[CH3:19]. Procedure: Butyllithium (10.2 mL, 16.3 mmol, 1.6 M, 1.1 Eq) was added dropwise to a stirred solution of benzothiazole (1.6 mL, 14.8 mmol, 1.0 Eq) in anhydrous THF (15 mL) at −78° C. under nitrogen. The resultant solution was stirred at −78° C. for one hour. N-Methoxy-N-methylacetamide (1.7 mL, 16.3 mmol, 1.1 Eq) was added in one portion and the reaction stirred at −78° C. for 3 hours. The resultant solution was allowed to warm to room temperature overnight. The reaction was quenched by the addition of 1M H... Starting materials: C(C)C(CC)C1CC(CC(C1)=O)=O (5-(1-ethylpropyl)-1,3-cyclohexanedione), C1(=CC=C(C=C1)S(=O)(=O)N=C=O)C (p-toluenesulfonylisocyanate). Run in C1=CC=CC=C1 (benzene). Product: C(C)C(CC)C1CC(C(C(C1)=O)C(NS(=O)(=O)C1=CC=C(C=C1)C)=O)=O (5-(1-ETHYLPROPYL)-2-(N-p-TOLUENESULFONYLCARBAMOYL)-1,3-CYCLOHEXANEDIONE). RXN SMILES: [CH2:1]([CH:3]([CH:6]1[CH2:11][C:10](=[O:12])[CH2:9][C:8](=[O:13])[CH2:7]1)[CH2:4][CH3:5])[CH3:2].[C:14]1([CH3:26])[CH:19]=[CH:18][C:17]([S:20]([N:23]=[C:24]=[O:25])(=[O:22])=[O:21])=[CH:16][CH:15]=1>C1C=CC=CC=1>[CH2:1]([CH:3]([CH:6]1[CH2:7][C:8](=[O:13])[CH:9]([C:24](=[O:25])[NH:23][S:20]([C:17]2[CH:18]=[CH:19][C:14]([CH3:26])=[CH:15][CH:16]=2)(=[O:21])=[O:22])[C:10](=[O:12])[CH2:11]1)[CH2:4][CH3:5])[CH3:2]. Procedure: Reaction of equimolar amounts of 5-(1-ethylpropyl)-1,3-cyclohexanedione with p-toluenesulfonylisocyanate in benzene according to the procedure of Example 1 affords 5-(1-ETHYLPROPYL)-2-(N-p-TOLUENESULFONYLCARBAMOYL)-1,3-CYCLOHEXANEDIONE, m.p. 111.5°-112.5° C. (corr.). Starting materials: N=1C=CN2C(NC3=C(CC21)C=CC=C3)=S (11H-imidazo[1,2-c][1,3]benzodiazepine-5(6H)-thione), CN1CCNCC1 (1-methylpiperazine). Run in C(Cl)Cl (methylene chloride). Reaction conditions: time 15 hour. The product is N1C(=NC=C1)CC1=C(C=CC=C1)NC(=S)N1CCN(CC1)C (1-[2-(2-imidazolylmethyl)phenylthiocarbamoyl]-4-methylpiperazine). Reaction SMILES: [N:1]1[CH:2]=[CH:3][N:4]2[C:10]=1[CH2:9][C:8]1[CH:11]=[CH:12][CH:13]=[CH:14][C:7]=1[NH:6][C:5]2=[S:15].[CH3:16][N:17]1[CH2:22][CH2:21][NH:20][CH2:19][CH2:18]1>C(Cl)Cl>[NH:4]1[CH:3]=[CH:2][N:1]=[C:10]1[CH2:9][C:8]1[CH:11]=[CH:12][CH:13]=[CH:14][C:7]=1[NH:6][C:5]([N:20]1[CH2:21][CH2:22][N:17]([CH3:16])[CH2:18][CH2:19]1)=[S:15]. Procedure: The mixture of 2.1 g of 11H-imidazo[1,2-c][1,3]benzodiazepine-5(6H)-thione, 23 ml of methylene chloride and 1.0 g of 1-methylpiperazine is stirred at room temperature for 15 hours. The crystalline product formed is filtered off and washed with methylene chloride, to yield 1-[2-(2-imidazolylmethyl)phenylthiocarbamoyl]-4-methylpiperazine. Reactants: C(C)(C)(C)OC(CN=C(C1=CC=CC=C1)C1=CC=CC=C1)=O (N-(diphenylmethylene)glycine tert-butyl ester), BrCCC=C (4-bromo-butene), C1CCOC1 (THF), C[Si](C)(C)[N-][Si](C)(C)C.[Na+] (sodium bis(trimethylsilyl)amide). Run in C(C)OCC (ethyl ether). Reaction conditions: time 16 hour. Yields the product C1(=CC=CC=C1)C(C1=CC=CC=C1)=NC(C(=O)OC(C)(C)C)CCC=C (tert-butyl 2-(diphenylmethyleneamino)hex-5-enoate). Yield: 93.9%. Reaction SMILES: [C:1]([O:5][C:6](=[O:22])[CH2:7][N:8]=[C:9]([C:16]1[CH:21]=[CH:20][CH:19]=[CH:18][CH:17]=1)[C:10]1[CH:15]=[CH:14][CH:13]=[CH:12][CH:11]=1)([CH3:4])([CH3:3])[CH3:2].Br[CH2:24][CH2:25][CH:26]=[CH2:27].C1COCC1.C[Si]([N-][Si](C)(C)C)(C)C.[Na+]>C(OCC)C>[C:16]1([C:9](=[N:8][CH:7]([CH2:27][CH2:26][CH:25]=[CH2:24])[C:6]([O:5][C:1]([CH3:4])([CH3:2])[CH3:3])=[O:22])[C:10]2[CH:11]=[CH:12][CH:13]=[CH:14][CH:15]=2)[CH:17]=[CH:18][CH:19]=[CH:20][CH:21]=1 |f:3.4|. Reported procedure: While under an atmosphere of argon, a solution of N-(diphenylmethylene)glycine tert-butyl ester (6.30 g, 21.33 mmol) and 4-bromo-butene (3.45 g, 25.56 mmol) in freshly distilled THF (50 mL) was cooled to −78° C. and treated with sodium bis(trimethylsilyl)amide (23.4 mL, 1.0 M in THF). Once the addition was complete, the reaction was warmed to room temperature and stirred for 16 h, cooled to 0° C., diluted with ethyl ether and washed successively with saturated aqueous NaHCO3 and saturated aqueou... Yields the product NCCSc1ccc(O)cc1. Starting materials: NCCBr, O=C([O-])[O-], CCO, Cl, [K+], [K+], O, Oc1ccc(S)cc1. As a reaction SMILES: [Br:13][CH2:14][CH2:15][NH2:16].[C:17](=[O:18])([O-:19])[O-:20].[CH3:1][CH2:2][OH:3].[ClH:12].[K+:21].[K+:22].[OH2:23].[SH:4][c:5]1[cH:6][cH:7][c:8]([OH:11])[cH:9][cH:10]1>>[S:4]([c:5]1[cH:6][cH:7][c:8]([OH:11])[cH:9][cH:10]1)[CH2:14][CH2:15][NH2:16]. Reactants: COC(=O)c1ccc(OC)c(CBr)c1Cl, CC(C)[N+](=O)[O-], CO. The product is COC(=O)c1ccc(OC)c(C=O)c1Cl. RXN SMILES: [Br:7][CH2:8][c:9]1[c:10]([Cl:21])[c:11]([C:12](=[O:13])[O:14][CH3:15])[cH:16][cH:17][c:18]1[O:19][CH3:20].[CH3:1][CH:2]([N+:3](=[O:4])[O-:5])[CH3:6].[CH3:22][OH:23]>>[O:5]=[CH:8][c:9]1[c:10]([Cl:21])[c:11]([C:12](=[O:13])[O:14][CH3:15])[cH:16][cH:17][c:18]1[O:19][CH3:20].